From a dataset of the Open Reaction Database (ORD), a public repository of structured organic reaction records. describe an organic reaction: reactants, conditions, products, and yield Reactants: [Al+3], C1CCOC1, N#CCN1CCN(Cc2ccccc2)CC1, [H-], [H-], [H-], [H-], [Li+], [Na+], [Na+], O, O, O, O, O, O, O, O, O, O, O=S(=O)([O-])[O-]. The product is NCCN1CCN(Cc2ccccc2)CC1. As a reaction SMILES: [Al+3:2].[CH2:40]1[O:41][CH2:42][CH2:43][CH2:44]1.[CH2:7]([c:8]1[cH:9][cH:10][cH:11][cH:12][cH:13]1)[N:14]1[CH2:15][CH2:16][N:17]([CH2:20][C:21]#[N:22])[CH2:18][CH2:19]1.[H-:1].[H-:4].[H-:5].[H-:6].[Li+:3].[Na+:38].[Na+:39].[OH2:23].[OH2:24].[OH2:25].[OH2:26].[OH2:27].[OH2:28].[OH2:29].[OH2:30].[OH2:31].[OH2:32].[S:33]([O-:34])([O-:35])(=[O:36])=[O:37]>>[CH2:7]([c:8]1[cH:9][cH:10][cH:11][cH:12][cH:13]1)[N:14]1[CH2:15][CH2:16][N:17]([CH2:20][CH2:21][NH2:22])[CH2:18][CH2:19]1. Starting materials: NC1=NC(=CC=C1)C (2-amino-6-methylpyridine), [N+](=O)(O)[O-] (HNO3), ice. The solvent is OS(=O)(=O)O (H2SO4). Run at temperature 0 celsius, time 30 minute. The product is CC1=CC=CC(=N1)N[N+](=O)[O-] (6-methyl-2-nitraminopyridine). Reaction SMILES: [NH2:1][C:2]1[CH:7]=[CH:6][CH:5]=[C:4]([CH3:8])[N:3]=1.[N+:9]([O-])([OH:11])=[O:10]>OS(O)(=O)=O>[CH3:8][C:4]1[N:3]=[C:2]([NH:1][N+:9]([O-:11])=[O:10])[CH:7]=[CH:6][CH:5]=1. Procedure details: To a stirred solution of 2-amino-6-methylpyridine (38 g, 352 mmol) in conc. H2SO4 (70 mL) at 0 ° C. was added HNO3 (16.5 mL, d=1.49) drop-wise over 30 min. The mixture was warmed stirred an additional 1 h at 0° C. then poured into 500 g of ice. This heterogeneous mixture was stirred for 1 h at r.t., filtered, washed with 50 mL H2O and the residue was briefly dried to give 58 g of crude moist 6-methyl-2-nitraminopyridine. This solid was carefully added in 1-2 g portions to stirred H2SO4 (70 mL) a...